This data is from the Open Reaction Database (ORD), a public repository of structured organic reaction records. The task is: describe an organic reaction: reactants, conditions, products, and yield The reactants are S1C=C(C2=C1C=CC=C2)CCN2CCC(=CC2)C2=CNC1=CC=CC=C21 (3-{1-[2-(1-benzothiophene-3-yl)ethyl]-1,2,3,6-tetrahydro-4-pyridinyl}-1H-indole), CCCCCC (hexane), C(C=C)Br (allyl bromide). Run in C1CCOC1 (THF). Reaction conditions: time 330 minute. The product is S1C=C(C2=C1C=CC=C2)CCN2CCC(=CC2)C2=CN(C1=CC=CC=C21)CC=C (3-{1-[2-(1-benzothiophene-3-yl)ethyl]-1,2,3,6-tetrahydro-4-pyridinyl}-1-(2-propenyl)-1H-indole). As a reaction SMILES: [S:1]1[C:5]2[CH:6]=[CH:7][CH:8]=[CH:9][C:4]=2[C:3]([CH2:10][CH2:11][N:12]2[CH2:17][CH:16]=[C:15]([C:18]3[C:26]4[C:21](=[CH:22][CH:23]=[CH:24][CH:25]=4)[NH:20][CH:19]=3)[CH2:14][CH2:13]2)=[CH:2]1.[CH3:27][CH2:28][CH2:29]CCC.C(Br)C=C>C1COCC1>[S:1]1[C:5]2[CH:6]=[CH:7][CH:8]=[CH:9][C:4]=2[C:3]([CH2:10][CH2:11][N:12]2[CH2:13][CH:14]=[C:15]([C:18]3[C:26]4[C:21](=[CH:22][CH:23]=[CH:24][CH:25]=4)[N:20]([CH2:29][CH:28]=[CH2:27])[CH:19]=3)[CH2:16][CH2:17]2)=[CH:2]1. Procedure details: 3-{1-[2-(1-benzothiophene-3-yl)ethyl]-1,2,3,6-tetrahydro-4-pyridinyl}-1H-indole (358 mg, 1 mmol) (obtained from example 29, step 2) in dry THF (50 ml) was slowly added to a stirred suspension of hexane and washed with 60% sodium hydride (44 mg) at 0° C. After the addition, the reaction mixture was stirred for 330 min and allyl bromide (183 mg, 1.5 mmol) was added. The reaction mixture was stirred for 4 hrs and quenched carefully with ice cold water. The reaction mixture was extracted with chloro... Starting materials: CCOC(OCC)c1ccc(CN2CC(=O)N(Cc3ccc(OC)cc3OC)S2(=O)=O)s1, C1CCOC1, Cl. The product is COc1ccc(CN2C(=O)CN(Cc3ccc(C=O)s3)S2(=O)=O)c(OC)c1. As a reaction SMILES: [CH2:1]([O:3][CH:4]([O:2][CH2:30][CH3:31])[c:5]1[cH:6][cH:7][c:8]([CH2:10][N:11]2[CH2:12][C:13](=[O:29])[N:14]([CH2:18][c:19]3[c:20]([O:27][CH3:28])[cH:21][c:22]([O:25][CH3:26])[cH:23][cH:24]3)[S:15]2(=[O:16])=[O:17])[s:9]1)[CH3:32].[CH2:34]1[O:35][CH2:36][CH2:37][CH2:38]1.[ClH:33]>>[O:3]=[CH:4][c:5]1[cH:6][cH:7][c:8]([CH2:10][N:11]2[CH2:12][C:13](=[O:29])[N:14]([CH2:18][c:19]3[c:20]([O:27][CH3:28])[cH:21][c:22]([O:25][CH3:26])[cH:23][cH:24]3)[S:15]2(=[O:16])=[O:17])[s:9]1. Reactants: COC=1C=C(C(=O)N2CCNCC2)C=C(C1OC)OC (1-(3,4,5-trimethoxybenzoyl)piperazine), COC=1C=CC(=CC1)P2(=S)SP(=S)(S2)C=3C=CC(=CC3)OC (Lawesson reagent). Solvent: C1=CC=CC=C1 (benzene). The product is COC=1C=C(C(=S)N2CCNCC2)C=C(C1OC)OC (1-(3,4,5-trimethoxythiobenzoyl)piperazine). Yield: 61.5%. As a reaction SMILES: [CH3:1][O:2][C:3]1[CH:4]=[C:5]([CH:14]=[C:15]([O:19][CH3:20])[C:16]=1[O:17][CH3:18])[C:6]([N:8]1[CH2:13][CH2:12][NH:11][CH2:10][CH2:9]1)=O.COC1C=CC(P2(SP(C3C=CC(OC)=CC=3)(=S)S2)=[S:30])=CC=1>C1C=CC=CC=1>[CH3:1][O:2][C:3]1[CH:4]=[C:5]([CH:14]=[C:15]([O:19][CH3:20])[C:16]=1[O:17][CH3:18])[C:6]([N:8]1[CH2:13][CH2:12][NH:11][CH2:10][CH2:9]1)=[S:30]. Procedure details: A mixture of 1-(3,4,5-trimethoxybenzoyl)piperazine (2.0 g), a Lawesson reagent ([2,4-bis(4-methoxypehnyl)-1,3-dithia-2,4-diphosphethane-2,4-disulfide]) (2.9 g) and benzene (20 ml) is heated under reflux for 30 minutes. After cooling, insolubles are filtered off, and the filtrate is concentrated under reduced pressure. To the residue is added 1N hydrochloric acid (100 ml) and following ethyl acetate (50 ml), and the mixture is shaken. The aqueous layer is separated, and to the aqueous layer is ad...